Dataset: the Open Reaction Database (ORD), a public repository of structured organic reaction records. Task: describe an organic reaction: reactants, conditions, products, and yield Reactants: C(C)(C)(C)OC(=O)NC1CN(CC1)C1=CC=C2C(C(=CN(C2=N1)C(C)(C)C)C(=O)OCC)=O (ethyl 7-(3-((tert-butoxycarbonyl)amino)pyrrolidin-1-yl)-1-tert-butyl-4-oxo-1,4-dihydro-1,8-naphthyridine-3-carboxylate), Cl (HCl). The solvent is C(C)O (ethanol). Reaction conditions: temperature 0 celsius. Product: NC1CN(CC1)C1=CC=C2C(C(=CNC2=N1)C(=O)O)=O (7-(3-aminopyrrolidin-1-yl)-4-oxo-1,4-dihydro-1,8-naphthyridine-3-carboxylic acid). RXN SMILES: C(OC([NH:8][CH:9]1[CH2:13][CH2:12][N:11]([C:14]2[N:23]=[C:22]3[C:17]([C:18](=[O:33])[C:19]([C:28]([O:30]CC)=[O:29])=[CH:20][N:21]3C(C)(C)C)=[CH:16][CH:15]=2)[CH2:10]1)=O)(C)(C)C.Cl>C(O)C>[NH2:8][CH:9]1[CH2:13][CH2:12][N:11]([C:14]2[N:23]=[C:22]3[C:17]([C:18](=[O:33])[C:19]([C:28]([OH:30])=[O:29])=[CH:20][NH:21]3)=[CH:16][CH:15]=2)[CH2:10]1. Procedure: A solution of Example 73D (120 mg) in ethanol (5 mL), and 6M HCl (5 mL) was heated in a sealed tube at 130° C. for 18 hours then cooled, concentrated to remove the ethanol, diluted with diethyl ether, cooled to 0° C., and filtered; and the filtrant was washed with ether, dried, and purified by reverse phase HPLC. NMR (300 MHz, DMSO-d6) δ 8.54 (s), 8.32 (m), 6.83 (m), 4.12 (m), 3.98 (m), 3.83 (m), 2.55 (m), 2.27 (m). Reactants: C(=O)(C(F)(F)F)O (CF3COOH), O (water), C1(=CC=CC=C1)CCCOC[C@H]1CN(CC1)C(=O)OC(C)(C)C (tert-butyl 3(R)-[(3-phenylpropoxy)methyl]pyrrolidine-1-carboxylate). Run in C(Cl)Cl (CH2Cl2). Conditions: time 8 hour. Yields the product C1(=CC=CC=C1)CCCOC[C@H]1CNCC1 (3(R)-[(3-Phenylpropoxy)methyl]pyrrolidine). Isolated yield 53.4%. Reaction SMILES: [C:1]1([CH2:7][CH2:8][CH2:9][O:10][CH2:11][C@@H:12]2[CH2:16][CH2:15][N:14](C(OC(C)(C)C)=O)[CH2:13]2)[CH:6]=[CH:5][CH:4]=[CH:3][CH:2]=1.C(O)(C(F)(F)F)=O.O>C(Cl)Cl>[C:1]1([CH2:7][CH2:8][CH2:9][O:10][CH2:11][C@@H:12]2[CH2:16][CH2:15][NH:14][CH2:13]2)[CH:2]=[CH:3][CH:4]=[CH:5][CH:6]=1. Reported procedure: To a solution of tert-butyl 3(R)-[(3-phenylpropoxy)methyl]pyrrolidine-1-carboxylate (600 mg, 1.88 mmol) in CH2Cl2 (15 mL) was added a mixture of CF3COOH (4.62 g, 40.5 mmol, 21.6 equiv.) and water (0.3 mL) at 0° C. under N2. The solution was stirred overnight at room temperature. After concentration in vacuo, water was added, and the solution was washed with hexane. The water phase was basified with saturated aqueous NaHCO3 solution and extracted with EtOAc. The combined organic phases were dried... Starting materials: COC/C=C/C=1C=NC2=C(N=C3C(=C2C1)C=CC=C3)N ((E)-2-(3-methoxyprop-1-enyl)benzo[f][1,7]naphthyridin-5-amine), [H][H] (Hydrogen). The reagents and catalysts are [Pd] (palladium on carbon). The solvent is C(C)(=O)OCC.CO (ethyl acetate methanol). Conditions: time 3 hour. Yields the product COCCCC=1C=NC2=C(N=C3C(=C2C1)C=CC=C3)N (2-(3-methoxypropyl)benzo[f][1,7]naphthyridin-5-amine). RXN SMILES: [CH3:1][O:2][CH2:3]/[CH:4]=[CH:5]/[C:6]1[CH:7]=[N:8][C:9]2[C:14]([CH:15]=1)=[C:13]1[CH:16]=[CH:17][CH:18]=[CH:19][C:12]1=[N:11][C:10]=2[NH2:20].[H][H]>C(OCC)(=O)C.CO.[Pd]>[CH3:1][O:2][CH2:3][CH2:4][CH2:5][C:6]1[CH:7]=[N:8][C:9]2[C:14]([CH:15]=1)=[C:13]1[CH:16]=[CH:17][CH:18]=[CH:19][C:12]1=[N:11][C:10]=2[NH2:20] |f:2.3|. Reported procedure: To a solution of (E)-2-(3-methoxyprop-1-enyl)benzo[f][1,7]naphthyridin-5-amine (Example 34) in ethyl acetate/methanol (1:4, 0.05 M) was added 10% wt palladium on carbon (0.2 eq.). Hydrogen gas was introduced via a balloon, and the reaction was stirred for 3 hours. The mixture was filtered through a pad of celite, washing with dichloromethane. The filtrate was concentrated en vacuo and the crude product was purified by flash chromatography on a COMBIFLASH® system (ISCO) using 0-80% ethyl acetate ...